Dataset: the Open Reaction Database (ORD), a public repository of structured organic reaction records. Task: describe an organic reaction: reactants, conditions, products, and yield The reactants are CO, Cc1nc([N+](=O)[O-])ccc1N1CCN(C(C)C)CC1, [Pd]. The product is Cc1nc(N)ccc1N1CCN(C(C)C)CC1. Reaction SMILES: [CH3:20][OH:21].[CH:1]([CH3:2])([CH3:3])[N:4]1[CH2:5][CH2:6][N:7]([c:10]2[c:11]([CH3:19])[n:12][c:13]([N+:16]([O-:17])=[O:18])[cH:14][cH:15]2)[CH2:8][CH2:9]1.[Pd:22]>>[CH:1]([CH3:2])([CH3:3])[N:4]1[CH2:5][CH2:6][N:7]([c:10]2[c:11]([CH3:19])[n:12][c:13]([NH2:16])[cH:14][cH:15]2)[CH2:8][CH2:9]1. Reactants: CCCBr, Cc1cc2ccccc2n1Nc1ccncc1F, [H-], [Na+]. Product: CCCN(c1ccncc1F)n1c(C)cc2ccccc21. Reaction SMILES: [Br:19][CH2:20][CH2:21][CH3:22].[F:1][c:2]1[cH:3][n:4][cH:5][cH:6][c:7]1[NH:8][n:9]1[c:10]([CH3:18])[cH:11][c:12]2[cH:13][cH:14][cH:15][cH:16][c:17]12.[H-:23].[Na+:24]>>[F:1][c:2]1[cH:3][n:4][cH:5][cH:6][c:7]1[N:8]([n:9]1[c:10]([CH3:18])[cH:11][c:12]2[cH:13][cH:14][cH:15][cH:16][c:17]12)[CH2:20][CH2:21][CH3:22]. Starting materials: C(C)C1=CC=C(CC2(CCNCC2)O)C=C1 (4-(4-ethyl-benzyl)-piperidin-4-ol), C(C1=CC=CC=C1)OC=1C=CC2=C(CC(O2)CBr)C1 (5-benzyloxy-2-(RS)-bromomethyl-2,3-dihydro-benzofuran). Product: C(C)C1=CC=C(CC2(CCN(CC2)CC2OC3=C(C2)C=C(C=C3)OCC3=CC=CC=C3)O)C=C1 ((RS)-4-(4-Ethyl-benzyl)-1-(5-benzyloxy-2,3-dihydro-benzofuran-2-ylmethyl)-piperidin-4-ol). As a reaction SMILES: [CH2:1]([C:3]1[CH:16]=[CH:15][C:6]([CH2:7][C:8]2([OH:14])[CH2:13][CH2:12][NH:11][CH2:10][CH2:9]2)=[CH:5][CH:4]=1)[CH3:2].[CH2:17]([O:24][C:25]1[CH:26]=[CH:27][C:28]2[O:32][CH:31]([CH2:33]Br)[CH2:30][C:29]=2[CH:35]=1)[C:18]1[CH:23]=[CH:22][CH:21]=[CH:20][CH:19]=1>>[CH2:1]([C:3]1[CH:4]=[CH:5][C:6]([CH2:7][C:8]2([OH:14])[CH2:9][CH2:10][N:11]([CH2:33][CH:31]3[CH2:30][C:29]4[CH:35]=[C:25]([O:24][CH2:17][C:18]5[CH:23]=[CH:22][CH:21]=[CH:20][CH:19]=5)[CH:26]=[CH:27][C:28]=4[O:32]3)[CH2:12][CH2:13]2)=[CH:15][CH:16]=1)[CH3:2]. Procedure: The title compound MS: m/e=458.6 (M+H+) was prepared from 4-(4-ethyl-benzyl)-piperidin-4-ol and 5-benzyloxy-2-(RS)-bromomethyl-2,3-dihydro-benzofuran. The reactants are C(C1=CN=CC=C1)(=O)NCCC1=CC(O)=C(O)C=C1 (nicotinoyldopamine), CC(C(=O)Cl)(C)C (trimethylacetyl chloride), white crystalline solid. Run in C(Cl)(Cl)Cl (chloroform). The product is C(C(C)(C)C)(=O)OC=1C=C(C=CC1OC(C(C)(C)C)=O)CCNC(=O)C=1C=NC=CC1 (3-{N-[β-(3,4-Dipivalyloxyphenyl)ethyl]}carbamoylpyridine). Reaction SMILES: [C:1]([NH:9][CH2:10][CH2:11][C:12]1[CH:19]=[CH:18][C:16]([OH:17])=[C:14]([OH:15])[CH:13]=1)(=[O:8])[C:2]1[CH:7]=[CH:6][CH:5]=[N:4][CH:3]=1.[CH3:20][C:21]([CH3:26])([CH3:25])[C:22](Cl)=[O:23]>C(Cl)(Cl)Cl>[C:22]([O:15][C:14]1[CH:13]=[C:12]([CH2:11][CH2:10][NH:9][C:1]([C:2]2[CH:3]=[N:4][CH:5]=[CH:6][CH:7]=2)=[O:8])[CH:19]=[CH:18][C:16]=1[O:17][C:22](=[O:23])[C:21]([CH3:26])([CH3:25])[CH3:20])(=[O:23])[C:21]([CH3:26])([CH3:25])[CH3:20]. Procedure details: To a suspension of 5.16 g (0.02 mol) finely powdered nicotinoyldopamine in 100 ml chloroform, 7.23 g (0.06 mol) trimethylacetyl chloride were added under stirring. The mixture was refluxed for 6 hrs and then filtered. The filtrate was washed with water free of chloride ions, then washed once with a 5% solution of NaHCO3, then with water. The chloroform was evaporated and the residue was chromatographed by using a silica gel G column and 2% methanol in chloroform as the eluent. The first fraction...